From a dataset of the Open Reaction Database (ORD), a public repository of structured organic reaction records. describe an organic reaction: reactants, conditions, products, and yield The reactants are CN(C=1C=C(C(=O)N(C)OC)C=C(C1)S(F)(F)(F)(F)F)C (3-Dimethylamino-N-methoxy-N-methyl-5-pentafluorosulfanylbenzamide), Cl (hydrochloric acid), C1CCOC1 (THF), C[Mg]Br (methylmagnesium bromide). The solvent is C(C)(=O)OCC (ethyl acetate), O (water). Product: CN(C=1C=C(C=C(C1)S(F)(F)(F)(F)F)C(C)=O)C (1-(3-Dimethylamino-5-pentafluorosulfanylphenyl)ethanone). RXN SMILES: [CH3:1][N:2]([CH3:21])[C:3]1[CH:4]=[C:5]([CH:12]=[C:13]([S:15]([F:20])([F:19])([F:18])([F:17])[F:16])[CH:14]=1)[C:6](N(OC)C)=[O:7].[CH2:22]1COCC1.C[Mg]Br.Cl>C(OCC)(=O)C.O>[CH3:1][N:2]([CH3:21])[C:3]1[CH:4]=[C:5]([C:6](=[O:7])[CH3:22])[CH:12]=[C:13]([S:15]([F:19])([F:18])([F:20])([F:17])[F:16])[CH:14]=1. Procedure details: 3-Dimethylamino-N-methoxy-N-methyl-5-pentafluorosulfanylbenzamide (980 mg) was dissolved in abs. THF (50 ml) and methylmagnesium bromide solution (2.1 ml; 3 M solution in diethyl ether) was added dropwise at 0° C. with stirring. After addition was completed, the ice bath was removed and the mixture was stirred at RT for 1 h. To complete the reaction, more methylmagnesium bromide solution (0.3 ml) was added and the mixture was stirred for a further 2 h. After storage overnight in a refrigerator, ... Reactants: CCOC(=O)C1(C#N)CCN(C(=O)OC(C)(C)C)CC1, CC(=O)O, [H][H], O=[Pt]=O. As a reaction SMILES: [C:1](#[N:2])[C:3]1([C:16](=[O:17])[O:18][CH2:19][CH3:20])[CH2:4][CH2:5][N:6]([C:9](=[O:10])[O:11][C:12]([CH3:13])([CH3:14])[CH3:15])[CH2:7][CH2:8]1.[CH3:23][C:24](=[O:25])[OH:26].[H:21][H:22].[Pt:27](=[O:28])=[O:29]>>[CH2:1]([NH2:2])[C:3]1([C:16](=[O:17])[O:18][CH2:19][CH3:20])[CH2:4][CH2:5][N:6]([C:9](=[O:10])[O:11][C:12]([CH3:13])([CH3:14])[CH3:15])[CH2:7][CH2:8]1. Yields the product CCOC(=O)C1(CN)CCN(C(=O)OC(C)(C)C)CC1. Run in C1(=CC=CC=C1)C (toluene). Run at temperature 90 celsius. Yield: 429.8%. RXN SMILES: Cl.[F:2][C:3]1[CH:15]=[C:14]([O:16][CH3:17])[CH:13]=[CH:12][C:4]=1[O:5][CH:6]1[CH2:11][CH2:10][NH:9][CH2:8][CH2:7]1.[OH:18][C:19]([C:21]([F:24])([F:23])[F:22])=[O:20].[CH2:25]([N:32]1[CH2:41][CH2:40][C:39]2[C:34](=[N:35][C:36](Cl)=[C:37]([NH:42][CH:43]3[CH2:45][CH2:44]3)[N:38]=2)[CH2:33]1)[C:26]1[CH:31]=[CH:30][CH:29]=[CH:28][CH:27]=1.CC(C)([O-])C.[Na+]>C1(C)C=CC=CC=1.C1C=CC(/C=C/C(/C=C/C2C=CC=CC=2)=O)=CC=1.C1C=CC(/C=C/C(/C=C/C2C=CC=CC=2)=O)=CC=1.C1C=CC(/C=C/C(/C=C/C2C=CC=CC=2)=O)=CC=1.[Pd].[Pd].C1C=CC(P(C2C(C3C(P(C4C=CC=CC=4)C4C=CC=CC=4)=CC=C4C=3C=CC=C4)=C3C(C=CC=C3)=CC=2)C2C=CC=CC=2)=CC=1>[CH2:25]([N:32]1[CH2:41][CH2:40][C:39]2[C:34](=[N:35][C:36]([N:9]3[CH2:8][CH2:7][CH:6]([O:5][C:4]4[CH:12]=[CH:13][C:14]([O:16][CH3:17])=[CH:15][C:3]=4[F:2])[CH2:11][CH2:10]3)=[C:37]([NH:42][CH:43]3[CH2:44][CH2:45]3)[N:38]=2)[CH2:33]1)[C:26]1[CH:27]=[CH:28][CH:29]=[CH:30][CH:31]=1.[C:19]([OH:20])([C:21]([F:24])([F:23])[F:22])=[O:18] |f:0.1,2.3,4.5,7.8.9.10.11|. Reagents/catalysts: C=1C=CC(=CC1)/C=C/C(=O)/C=C/C2=CC=CC=C2.C=1C=CC(=CC1)/C=C/C(=O)/C=C/C2=CC=CC=C2.C=1C=CC(=CC1)/C=C/C(=O)/C=C/C2=CC=CC=C2.[Pd].[Pd] (Pd2(dba)3), C=1C=CC(=CC1)P(C=2C=CC=CC2)C3=CC=C4C=CC=CC4=C3C5=C6C=CC=CC6=CC=C5P(C=7C=CC=CC7)C=8C=CC=CC8 (BINAP). The product is C(C1=CC=CC=C1)N1CC2=NC(=C(N=C2CC1)NC1CC1)N1CCC(CC1)OC1=C(C=C(C=C1)OC)F (6-benzyl-N-cyclopropyl-3-(4-(2-fluoro-4-methoxyphenoxy)piperidin-1-yl)-5,6,7,8-tetrahydropyrido[3,4-b]pyrazin-2-amine), C(=O)(C(F)(F)F)O (TFA). Starting materials: Cl.FC1=C(OC2CCNCC2)C=CC(=C1)OC (4-(2-fluoro-4-methoxyphenoxy)piperidine hydrochloride), OC(=O)C(F)(F)F.C(C1=CC=CC=C1)N1CC2=NC(=C(N=C2CC1)NC1CC1)Cl (6-benzyl-3-chloro-N-cyclopropyl-5,6,7,8-tetrahydropyrido[3,4-b]pyrazin-2-amine TFA salt), CC(C)([O-])C.[Na+] (sodium tert-butoxide). Reported procedure: A mixture of 4-(2-fluoro-4-methoxyphenoxy)piperidine hydrochloride (73.2 mg, 0.280 mmol), 6-benzyl-3-chloro-N-cyclopropyl-5,6,7,8-tetrahydropyrido[3,4-b]pyrazin-2-amine TFA salt (100 mg, 0.233 mmol), sodium tert-butoxide (67.2 mg, 0.700 mmol), BINAP (21.8 mg, 0.035 mmol) and Pd2(dba)3 (10.7 mg, 0.012 mmol) in toluene (1.2 mL) was heated at 90° C. for 14 h. The mixture was directly purified by HPLC Method A to give the title compound as a TFA salt (114.2 mg, 97%) as a yellow foam. 1H NMR (400 MHz... Starting materials: Cl.CC1=NC2=C(N1C1CCOCC1)C=CC(=C2)C(=O)O (2-methyl-1-(tetrahydropyran-4-yl)benzimidazole-5-carboxylic acid HCl salt), NC1=C(C=CC=C1)S (2-aminobenzenethiol), polyphosphoric acid, N (ammonia). Run at temperature 150 celsius, time 17 hour. The product is S1C(=NC2=C1C=CC=C2)C2=CC1=C(N(C(=N1)C)C1CCOCC1)C=C2 (5-(benzothiazol-2-yl)-2-methyl-1-(tetrahydropyran-4-yl)benzimidazole). Isolated yield 1.9%. As a reaction SMILES: Cl.[CH3:2][C:3]1[N:7]([CH:8]2[CH2:13][CH2:12][O:11][CH2:10][CH2:9]2)[C:6]2[CH:14]=[CH:15][C:16]([C:18](O)=O)=[CH:17][C:5]=2[N:4]=1.[NH2:21][C:22]1[CH:27]=[CH:26][CH:25]=[CH:24][C:23]=1[SH:28].N>>[S:28]1[C:23]2[CH:24]=[CH:25][CH:26]=[CH:27][C:22]=2[N:21]=[C:18]1[C:16]1[CH:15]=[CH:14][C:6]2[N:7]([CH:8]3[CH2:13][CH2:12][O:11][CH2:10][CH2:9]3)[C:3]([CH3:2])=[N:4][C:5]=2[CH:17]=1 |f:0.1|. Reported procedure: A 4-neck flask (50 mL) equipped with reflux condenser was charged with 2-methyl-1-(tetrahydropyran-4-yl)benzimidazole-5-carboxylic acid HCl salt (see Working Example 4-3) (0.28 g, 1.08 mmol), 2-aminobenzenethiol (0.14 g, 1.08 mmol) and polyphosphoric acid (approx. 11 g), and this was heated to 150° C. and stirred for 17 hours. After being allowed to cool to room temperature, this was cooled in ice (0 to 5° C.), and concentrated aqueous ammonia (28%) was added to the liquid to give approx. pH 9. ... The reactants are CC(=O)OC1(C(C)=O)CCC2C3CCC4=CC(=O)CCC4(C)C3CCC21C, CCOP(=O)(Cl)Cl. The product is C=C1CC2C(CCC3(C)C2CCC3(OC(C)=O)C(C)=O)C2(C)CCC(=O)C=C12. RXN SMILES: [C:1]([CH3:2])(=[O:3])[O:4][C:5]1([C:6]([CH3:7])=[O:8])[CH2:9][CH2:10][CH:11]2[CH:12]3[CH2:13][CH2:14][C:15]4=[CH:16][C:17](=[O:27])[CH2:18][CH2:19][C:20]4([CH3:21])[CH:22]3[CH2:23][CH2:24][C:25]12[CH3:26].[CH2:28]([O:29][P:30]([Cl:31])([Cl:32])=[O:33])[CH3:34]>>[C:1]([CH3:2])(=[O:3])[O:4][C:5]1([C:6]([CH3:7])=[O:8])[CH2:9][CH2:10][CH:11]2[CH:12]3[CH2:13][C:14](=[CH2:28])[C:15]4=[CH:16][C:17](=[O:27])[CH2:18][CH2:19][C:20]4([CH3:21])[CH:22]3[CH2:23][CH2:24][C:25]12[CH3:26]. Reactants: CC=1C=C(C=CC1C)C1=C(C(=NN1C)C(C)=NNC(=O)C1=CC=C(C(=O)OC)C=C1)O (methyl 4-[(2-{1-[5-(3,4-dimethylphenyl)-4-hydroxy-1-methyl-1H-pyrazol-3-yl]ethylidene}hydrazino)carbonyl]benzoate), CO (methanol), Cl (hydrochloric acid), [OH-].[Na+] (sodium hydroxide). Run in O (water). Reaction conditions: time 1.5 hour. The product is CC=1C=C(C=CC1C)C1=C(C(=NN1C)C(C)=NNC(=O)C1=CC=C(C(=O)O)C=C1)O (4-[(2-{1-[5-(3,4-dimethylphenyl)-4-hydroxy-1-methyl-1H-pyrazol-3-yl]ethylidene}hydrazino)carbonyl]benzoic acid). The yield is 84.4%. Reaction SMILES: [CH3:1][C:2]1[CH:3]=[C:4]([C:9]2[N:13]([CH3:14])[N:12]=[C:11]([C:15](=[N:17][NH:18][C:19]([C:21]3[CH:30]=[CH:29][C:24]([C:25]([O:27]C)=[O:26])=[CH:23][CH:22]=3)=[O:20])[CH3:16])[C:10]=2[OH:31])[CH:5]=[CH:6][C:7]=1[CH3:8].CO.[OH-].[Na+].Cl>O>[CH3:1][C:2]1[CH:3]=[C:4]([C:9]2[N:13]([CH3:14])[N:12]=[C:11]([C:15](=[N:17][NH:18][C:19]([C:21]3[CH:22]=[CH:23][C:24]([C:25]([OH:27])=[O:26])=[CH:29][CH:30]=3)=[O:20])[CH3:16])[C:10]=2[OH:31])[CH:5]=[CH:6][C:7]=1[CH3:8] |f:2.3|. Reported procedure: To methyl 4-[(2-{1-[5-(3,4-dimethylphenyl)-4-hydroxy-1-methyl-1H-pyrazol-3-yl]ethylidene}hydrazino)carbonyl]benzoate (0.051 mmol, 21.6 mg), methanol (2.0 mL) was added, and 1 M aqueous sodium hydroxide (5 eq., 0.257 mL) was added at room temperature. After 30 minutes of stirring at room temperature and 1.5 hours of stirring at 60° C., the reactor was cooled to room temperature, and 1 M hydrochloric acid (5 eq., 0.257 mL) and water were added. The precipitated solid was recovered by filtration, w...